Dataset: the Open Reaction Database (ORD), a public repository of structured organic reaction records. Task: describe an organic reaction: reactants, conditions, products, and yield The reactants are NC=1C(NC2=CC=CC(=C2N1)OC1=NC(=NC(=C1)Cl)N[C@H](COC)C)=O ((S)-3-amino-5-(6-chloro-2-(1-methoxypropan-2-ylamino)pyrimidin-4-yloxy)quinoxalin-2(1H)-one), FC1=CC=C(C=C1)[C@@H](C)N1CCNCC1 ((R)-1-(1-(4-fluorophenyl)ethyl)piperazine). Product: NC=1C(NC2=CC=CC(=C2N1)OC1=NC(=NC(=C1)N1CCN(CC1)[C@H](C)C1=CC=C(C=C1)F)N[C@H](COC)C)=O (3-Amino-5-(6-(4-((R)-1-(4-fluorophenyl)ethyl)piperazin-1-yl)-2-((S)-1-methoxypropan-2-ylamino)pyrimidin-4-yloxy)quinoxalin-2(1H)-one). As a reaction SMILES: [NH2:1][C:2]1[C:3](=[O:26])[NH:4][C:5]2[C:10]([N:11]=1)=[C:9]([O:12][C:13]1[CH:18]=[C:17](Cl)[N:16]=[C:15]([NH:20][C@@H:21]([CH3:25])[CH2:22][O:23][CH3:24])[N:14]=1)[CH:8]=[CH:7][CH:6]=2.[F:27][C:28]1[CH:33]=[CH:32][C:31]([C@H:34]([N:36]2[CH2:41][CH2:40][NH:39][CH2:38][CH2:37]2)[CH3:35])=[CH:30][CH:29]=1>>[NH2:1][C:2]1[C:3](=[O:26])[NH:4][C:5]2[C:10]([N:11]=1)=[C:9]([O:12][C:13]1[CH:18]=[C:17]([N:39]3[CH2:38][CH2:37][N:36]([C@@H:34]([C:31]4[CH:32]=[CH:33][C:28]([F:27])=[CH:29][CH:30]=4)[CH3:35])[CH2:41][CH2:40]3)[N:16]=[C:15]([NH:20][C@@H:21]([CH3:25])[CH2:22][O:23][CH3:24])[N:14]=1)[CH:8]=[CH:7][CH:6]=2. Procedure details: The reaction of (S)-3-amino-5-(6-chloro-2-(1-methoxypropan-2-ylamino)pyrimidin-4-yloxy)quinoxalin-2(1H)-one (75 mg, 0.2 mmol, Example 122(b)) with (R)-1-(1-(4-fluorophenyl)ethyl)piperazine (42 mg, 0.2 mmol, prepared as described in US 2005/0176726A1) under the condition of Example 104(c) provided the title compound. MS (ESI, pos. ion) m/z: 549 (M+1). The reactants are FC1=C(C=C(C=C1)CC(=O)O)[N+](=O)[O-] (2-(4-fluoro-3-nitrophenyl)acetic acid), C(CC)(=O)OC(CC)=O (propionic anhydride), CN1C=NC=C1 (1-methylimidazole). Conditions: time 8 hour. The product is FC1=C(C=C(C=C1)CC(CC)=O)[N+](=O)[O-] (1-(4-fluoro-3-nitrophenyl)butan-2-one). Yield: 52.2%. RXN SMILES: [F:1][C:2]1[CH:7]=[CH:6][C:5]([CH2:8][C:9]([OH:11])=O)=[CH:4][C:3]=1[N+:12]([O-:14])=[O:13].[C:15](OC(=O)CC)(=O)[CH2:16]C.CN1C=CN=C1>>[F:1][C:2]1[CH:7]=[CH:6][C:5]([CH2:8][C:9](=[O:11])[CH2:15][CH3:16])=[CH:4][C:3]=1[N+:12]([O-:14])=[O:13]. Reported procedure: Treat a solution of 2-(4-fluoro-3-nitrophenyl)acetic acid (1.5 g, 7.53 mmol) in propionic anhydride (5.40 mL, 45.2 mmol) with 1-methylimidazole (0.600 mL, 7.53 mmol) and stir at RT overnight. Quench the mixture with H2O, stir for 1 h, extract with EtOAc (2×), wash the combined organics with satd. Na2CO3, then brine, dry the organics over MgSO4, concentrate to dryness and purify via silica gel chromatography (EtOAc/Hex) to afford the title compound (830 mg, 52%). 1H NMR (400 MHz, DMSO-d6): δ 8.00... Reactants: CCOc1ccc(N)cc1Br, CCCCCC, Cc1ccccc1, O=C=Nc1ccccc1[N+](=O)[O-]. Product: CCOc1ccc(NC(=O)Nc2ccccc2[N+](=O)[O-])cc1Br. As a reaction SMILES: [Br:13][c:14]1[cH:15][c:16]([NH2:17])[cH:18][cH:19][c:20]1[O:21][CH2:22][CH3:23].[CH3:24][CH2:25][CH2:26][CH2:27][CH2:28][CH3:29].[CH3:30][c:31]1[cH:32][cH:33][cH:34][cH:35][cH:36]1.[N+:1](=[O:2])([O-:3])[c:4]1[c:5]([N:10]=[C:11]=[O:12])[cH:6][cH:7][cH:8][cH:9]1>>[N+:1](=[O:2])([O-:3])[c:4]1[c:5]([NH:10][C:11](=[O:12])[NH:17][c:16]2[cH:15][c:14]([Br:13])[c:20]([O:21][CH2:22][CH3:23])[cH:19][cH:18]2)[cH:6][cH:7][cH:8][cH:9]1. Reactants: C(C)(=O)[O-].[K+] (potassium acetate), ClCC(=O)C1=CC2=C(SCCC=3C2=NN(C(C3)=O)C3=CC=C(C=C3)Cl)S1 (9-chloroacetyl-2-(4-chlorophenyl)-5,6-dihydrothieno[2',3':2,3]thiepino[4,5-c]pyridazin-3(2H)-one), O (water). The solvent is C(C)(=O)O (acetic acid). Product: C(C)(=O)OCC(=O)C1=CC2=C(SCCC=3C2=NN(C(C3)=O)C3=CC=C(C=C3)Cl)S1 (9-acetyloxyacetyl-2-(4-chlorophenyl)-5,6-dihydrothieno[2',3':2,3]thiepino[4,5-c]pyridazin-3(2H)-one). RXN SMILES: Cl[CH2:2][C:3]([C:5]1[S:26][C:8]2[S:9][CH2:10][CH2:11][C:12]3[C:13](=[N:14][N:15]([C:19]4[CH:24]=[CH:23][C:22]([Cl:25])=[CH:21][CH:20]=4)[C:16](=[O:18])[CH:17]=3)[C:7]=2[CH:6]=1)=[O:4].[C:27]([O-:30])(=[O:29])[CH3:28].[K+].O>C(O)(=O)C>[C:27]([O:30][CH2:2][C:3]([C:5]1[S:26][C:8]2[S:9][CH2:10][CH2:11][C:12]3[C:13](=[N:14][N:15]([C:19]4[CH:20]=[CH:21][C:22]([Cl:25])=[CH:23][CH:24]=4)[C:16](=[O:18])[CH:17]=3)[C:7]=2[CH:6]=1)=[O:4])(=[O:29])[CH3:28] |f:1.2|. Procedure details: To a suspension of 3.2 g of 9-chloroacetyl-2-(4-chlorophenyl)-5,6-dihydrothieno[2',3':2,3]thiepino[4,5-c]pyridazin-3(2H)-one obtained in Example 47 in 40 ml of acetic acid is added 6.0 g of potassium acetate and the mixture is refluxed under heating for 3 hours with stirring. After cooling, to the mixture is added water and the solution is extracted with chloroform. The extract is washed with water, dried and concentrated under reduced pressure. The resulting residue is subjected to column chrom... Starting materials: ClC1=C(C(=CC=C1)Cl)NC=1SC=C(N1)C(=O)NC1=CC=C(C=C1)C(F)(F)F ({2-[(2,6-dichlorophenyl)amino](1,3-thiazol-4-yl)}-N-[4-(trifluoromethyl)phenyl]-carboxamide), C(C)(=O)O (acetic acid), BrBr (bromine). Run at time 8 hour. Product: ClC1=C(C(=CC=C1)Cl)NC=1SC(=C(N1)C(=O)NC1=CC=C(C=C1)C(F)(F)F)Br ({2-[(2,6-Dichlorophenyl)amino]-5-bromo(1,3-thiazol-4-yl)}-N-[4-(trifluoromethyl)phenyl]carboxamide). RXN SMILES: [Cl:1][C:2]1[CH:7]=[CH:6][CH:5]=[C:4]([Cl:8])[C:3]=1[NH:9][C:10]1[S:11][CH:12]=[C:13]([C:15]([NH:17][C:18]2[CH:23]=[CH:22][C:21]([C:24]([F:27])([F:26])[F:25])=[CH:20][CH:19]=2)=[O:16])[N:14]=1.C(O)(=O)C.[Br:32]Br>>[Cl:1][C:2]1[CH:7]=[CH:6][CH:5]=[C:4]([Cl:8])[C:3]=1[NH:9][C:10]1[S:11][C:12]([Br:32])=[C:13]([C:15]([NH:17][C:18]2[CH:23]=[CH:22][C:21]([C:24]([F:26])([F:27])[F:25])=[CH:20][CH:19]=2)=[O:16])[N:14]=1. Reported procedure: To a 50-mL flask was added {2-[(2,6-dichlorophenyl)amino](1,3-thiazol-4-yl)}-N-[4-(trifluoromethyl)phenyl]-carboxamide, Example 63, (100 mg, 0.23 mmol), acetic acid (2.0 mL), and bromine (0.03 mL, 0.46 mmol, Aldrich). The reaction mixture was stirred at room temperature overnight, then concentrated in vacuo. The crude product was diluted with CH2Cl2 (50 mL), washed with satd NaHCO3 (2×), 1 M Na2S2O3 and brine, dried over Na2SO4, filtered and concentrated in vacuo. Purification by silica gel chro...